Task: describe an organic reaction: reactants, conditions, products, and yield. Dataset: the Open Reaction Database (ORD), a public repository of structured organic reaction records The reactants are CC1CC(=O)NN=C1c1ccc(NCC(C)(C)[N+](=O)[O-])cc1, CN(C)C=O. The product is CC1CC(=O)NN=C1c1ccc(NCC(C)(C)N)cc1. RXN SMILES: [CH3:1][C:2]([CH2:3][NH:4][c:5]1[cH:6][cH:7][c:8]([C:11]2=[N:16][NH:15][C:14](=[O:17])[CH2:13][CH:12]2[CH3:18])[cH:9][cH:10]1)([CH3:19])[N+:20]([O-:21])=[O:22].[CH3:23][N:24]([CH3:25])[CH:26]=[O:27]>>[CH3:1][C:2]([CH2:3][NH:4][c:5]1[cH:6][cH:7][c:8]([C:11]2=[N:16][NH:15][C:14](=[O:17])[CH2:13][CH:12]2[CH3:18])[cH:9][cH:10]1)([CH3:19])[NH2:20]. Reactants: ClCCl, O=[N+]([O-])c1cnc2ccccc2c1NCCCCCCO, O=S(Cl)Cl. Yields the product O=[N+]([O-])c1cnc2ccccc2c1NCCCCCCCl. Reaction SMILES: [Cl:26][CH2:27][Cl:28].[OH:5][CH2:6][CH2:7][CH2:8][CH2:9][CH2:10][CH2:11][NH:12][c:13]1[c:14]([N+:23](=[O:24])[O-:25])[cH:15][n:16][c:17]2[cH:18][cH:19][cH:20][cH:21][c:22]12.[S:1]([Cl:2])([Cl:3])=[O:4]>>[Cl:3][CH2:6][CH2:7][CH2:8][CH2:9][CH2:10][CH2:11][NH:12][c:13]1[c:14]([N+:23](=[O:24])[O-:25])[cH:15][n:16][c:17]2[cH:18][cH:19][cH:20][cH:21][c:22]12. Reactants: CC(C)O, CCOC(=O)CCc1cc2cc(-c3noc(-c4cnc(OC(C)C)c(Cl)c4)n3)cc(F)c2[nH]1, Cl, [Na+], [OH-]. Yields the product CC(C)Oc1ncc(-c2nc(-c3cc(F)c4[nH]c(CCC(=O)O)cc4c3)no2)cc1Cl. RXN SMILES: [CH:37]([OH:38])([CH3:39])[CH3:40].[Cl:1][c:2]1[cH:3][c:4](-[c:12]2[n:13][c:14](-[c:17]3[cH:18][c:19]4[cH:20][c:21]([CH2:27][CH2:28][C:29](=[O:30])[O:31][CH2:32][CH3:33])[nH:22][c:23]4[c:24]([F:26])[cH:25]3)[n:15][o:16]2)[cH:5][n:6][c:7]1[O:8][CH:9]([CH3:10])[CH3:11].[ClH:36].[Na+:35].[OH-:34]>>[Cl:1][c:2]1[cH:3][c:4](-[c:12]2[n:13][c:14](-[c:17]3[cH:18][c:19]4[cH:20][c:21]([CH2:27][CH2:28][C:29](=[O:30])[OH:31])[nH:22][c:23]4[c:24]([F:26])[cH:25]3)[n:15][o:16]2)[cH:5][n:6][c:7]1[O:8][CH:9]([CH3:10])[CH3:11]. Starting materials: ice water, CC1=NC(=NO1)CC(=O)O (5-methyl-1,2,4-oxadiazol-3-yl-acetic acid), [OH-].[K+] (potassium hydroxide), C1(CCCCC1)O (cyclohexanol), P(=O)(Cl)(Cl)Cl (phosphorous oxychloride). The solvent is C(C)OCC (diethyl ether). Reaction conditions: time 45 minute. The product is CC1=NC(=NO1)CC(=O)OC1CCCCC1 (cyclohexyl 5-methyl-1,2,4-oxadiazol-3-yl-acetate). Yield: 62.0%. Reaction SMILES: [CH3:1][C:2]1[O:6][N:5]=[C:4]([CH2:7][C:8]([OH:10])=[O:9])[N:3]=1.[CH:11]1(O)[CH2:16][CH2:15][CH2:14][CH2:13][CH2:12]1.P(Cl)(Cl)(Cl)=O.[OH-].[K+]>C(OCC)C>[CH3:1][C:2]1[O:6][N:5]=[C:4]([CH2:7][C:8]([O:10][CH:11]2[CH2:16][CH2:15][CH2:14][CH2:13][CH2:12]2)=[O:9])[N:3]=1 |f:3.4|. Procedure: 8 g (56.3 mmol) of 5-methyl-1,2,4-oxadiazol-3-yl-acetic acid were suspended in 8 g (80 mmol) of re-distilled, dry cyclohexanol and 8 g (52.2 mmol) of phosphorous oxychloride were added dropwise under anhydrous conditions over about 7 minutes to the mixture. During the addition, the mixture was heated on a steam bath and heating was continued for 45 minutes. After the reaction mixture had cooled to room temperature, 75 ml of ice-water and 50 ml of diethyl ether were added and the mixture was stir... Reactants: [BH4-].[Na+] (sodium borohydride), ClC1=CC=C(C=N1)C(C(C(=O)OCC)CC1=CC=C(C=C1)C(F)(F)F)=O (ethyl 3-(6-chloro-3-pyridyl)-3-oxo-2-((4-(trifluoromethyl)phenyl)methyl)propionate), Cl (Hydrochloric acid). The reagents and catalysts are [Cl-].[Zn+2].[Cl-] (zinc chloride). Run in C(C)OCC (diethyl ether), C(C)OCC (diethyl ether). Conditions: time 30 minute. Product: ClC1=CC=C(C=N1)C(C(C(=O)OCC)CC1=CC=C(C=C1)C(F)(F)F)O (ethyl(2RS,3RS)-3-(6-chloro-3-pyridyl)-3-hydroxy-2-((4-(trifluoromethyl)phenyl)methyl)propionate). The yield is 66.2%. RXN SMILES: [BH4-].[Na+].[Cl:3][C:4]1[N:9]=[CH:8][C:7]([C:10](=[O:28])[CH:11]([CH2:17][C:18]2[CH:23]=[CH:22][C:21]([C:24]([F:27])([F:26])[F:25])=[CH:20][CH:19]=2)[C:12]([O:14][CH2:15][CH3:16])=[O:13])=[CH:6][CH:5]=1.Cl>C(OCC)C.[Cl-].[Zn+2].[Cl-]>[Cl:3][C:4]1[N:9]=[CH:8][C:7]([CH:10]([OH:28])[CH:11]([CH2:17][C:18]2[CH:19]=[CH:20][C:21]([C:24]([F:25])([F:26])[F:27])=[CH:22][CH:23]=2)[C:12]([O:14][CH2:15][CH3:16])=[O:13])=[CH:6][CH:5]=1 |f:0.1,5.6.7|. Reported procedure: To a solution of zinc chloride (9.89 g, 72.6 mmol) in diethyl ether (150 ml) was added sodium borohydride (5.49 g, 145 mmol), and the mixture was stirred at room temperature for 30 min. The insoluble material was filtered off, and a solution of ethyl 3-(6-chloro-3-pyridyl)-3-oxo-2-((4-(trifluoromethyl)phenyl)methyl)propionate (14 g, 36.3 mmol) in diethyl ether (50 ml) was added to the filtrate. The mixture was stirred at room temperature for 30 min. 1N Hydrochloric acid was added to the reaction... The reactants are COC(C)=S (methylthioacetate), [H-].[Na+] (sodium hydride), 18.3, ClC1=C(OC=2C=C(CCl)C(=CC2)[N+](=O)[O-])C=CC(=C1)C(F)(F)F (3-(2'-chloro-4'-trifluoromethylphenoxy)-6-nitrobenzyl chloride). The product is ClC1=C(OC=2C=C(CCC(=S)OC)C(=CC2)[N+](=O)[O-])C=CC(=C1)C(F)(F)F (methyl 3-(2'-chloro-4'-trifluoromethylphenoxy)-6-nitrobenzylthioacetate). Procedure details: 1.44 parts by weight of 80% strength sodium hydride were suspended in 25 parts by volume of absolute tetrahydrofuran, and a solution of 5.31 parts by weight of methylthioacetate in 50 parts by volume of absolute tetrahydrofuran was added a little at a time at room temperature. Stirring was continued for half an hour and a solution of 18.3 parts by weight of 3-(2'-chloro-4'-trifluoromethylphenoxy)-6-nitrobenzyl chloride in 50 parts by volume of absolute tetrahydrofuran was then added. The reactio... RXN SMILES: [H-].[Na+].[CH3:3][O:4][C:5](=[S:7])[CH3:6].[Cl:8][C:9]1[CH:26]=[C:25]([C:27]([F:30])([F:29])[F:28])[CH:24]=[CH:23][C:10]=1[O:11][C:12]1[CH:13]=[C:14]([C:17]([N+:20]([O-:22])=[O:21])=[CH:18][CH:19]=1)[CH2:15]Cl>O1CCCC1>[Cl:8][C:9]1[CH:26]=[C:25]([C:27]([F:28])([F:30])[F:29])[CH:24]=[CH:23][C:10]=1[O:11][C:12]1[CH:13]=[C:14]([C:17]([N+:20]([O-:22])=[O:21])=[CH:18][CH:19]=1)[CH2:15][CH2:6][C:5]([O:4][CH3:3])=[S:7] |f:0.1|. Yield: 73.0%. Solvent: O1CCCC1 (tetrahydrofuran), O1CCCC1 (tetrahydrofuran), O1CCCC1 (tetrahydrofuran). The reactants are NN1C(N(N=C(C1)C)C)=O (4-amino-2,6-dimethyl-4,5-dihydro-2H-1,2,4-triazin-3-one), C1(=CC=CC=C1)C1=NC=C(C=N1)C(=O)O (2-phenyl-pyrimidine-5-carboxylic acid), C[N+]1(CCOCC1)C2=NC(=NC(=N2)OC)OC.[Cl-] (DMTMM). The solvent is CCOC(=O)C (EtOAc), CN(C)C=O (DMF). Reaction conditions: time 22 hour. Product: CN1N=C(CN(C1=O)NC(=O)C=1C=NC(=NC1)C1=CC=CC=C1)C (2-phenyl-pyrimidine-5-carboxylic acid (2,6-dimethyl-3-oxo-2,5-dihydro-3H-1,2,4-triazin-4-yl)-amide). Isolated yield 54.6%. As a reaction SMILES: [NH2:1][N:2]1[CH2:7][C:6]([CH3:8])=[N:5][N:4]([CH3:9])[C:3]1=[O:10].[C:11]1([C:17]2[N:22]=[CH:21][C:20]([C:23](O)=[O:24])=[CH:19][N:18]=2)[CH:16]=[CH:15][CH:14]=[CH:13][CH:12]=1.C[N+]1(C2N=C(OC)N=C(OC)N=2)CCOCC1.[Cl-]>CN(C=O)C.CCOC(C)=O>[CH3:9][N:4]1[C:3](=[O:10])[N:2]([NH:1][C:23]([C:20]2[CH:19]=[N:18][C:17]([C:11]3[CH:12]=[CH:13][CH:14]=[CH:15][CH:16]=3)=[N:22][CH:21]=2)=[O:24])[CH2:7][C:6]([CH3:8])=[N:5]1 |f:2.3|. Procedure: To a solution of 4-amino-2,6-dimethyl-4,5-dihydro-2H-1,2,4-triazin-3-one (0.219 g, 1.58 mmol) and 2-phenyl-pyrimidine-5-carboxylic acid (0.317 g, 1.58 mmol) in dry DMF (10 mL) under N2 is added DMTMM (0.46 g, 1.66 mmol). The mixture is stirred at rt for 22 h, then diluted with EtOAc (70 mL), and washed successively with saturated aqueous NaHCO3 solution (2×10 mL) and brine (10 mL). The organic phase is dried (MgSO4), filtered and concentrated in vacuo. The residue is purified by silica gel chrom... Starting materials: Cc1nc2ccccc2n1-c1nc(N2CCOCC2)c2nc(CBr)n(C)c2n1, CCN(CC)C1CCNC1. Product: CCN(CC)C1CCN(Cc2nc3c(N4CCOCC4)nc(-n4c(C)nc5ccccc54)nc3n2C)C1. Reaction SMILES: [Br:1][CH2:2][c:3]1[n:4]([CH3:28])[c:5]2[n:6][c:7](-[n:18]3[c:19]([CH3:27])[n:20][c:21]4[c:22]3[cH:23][cH:24][cH:25][cH:26]4)[n:8][c:9]([N:12]3[CH2:13][CH2:14][O:15][CH2:16][CH2:17]3)[c:10]2[n:11]1.[CH2:29]([CH3:30])[N:31]([CH:32]1[CH2:33][NH:34][CH2:35][CH2:36]1)[CH2:37][CH3:38]>>[CH2:2]([c:3]1[n:4]([CH3:28])[c:5]2[n:6][c:7](-[n:18]3[c:19]([CH3:27])[n:20][c:21]4[c:22]3[cH:23][cH:24][cH:25][cH:26]4)[n:8][c:9]([N:12]3[CH2:13][CH2:14][O:15][CH2:16][CH2:17]3)[c:10]2[n:11]1)[N:34]1[CH2:33][CH:32]([N:31]([CH2:29][CH3:30])[CH2:37][CH3:38])[CH2:36][CH2:35]1. Starting materials: COc1cc(C(=O)O)cc(OC)c1OC, Nc1ccc(Cl)cc1. The reagents and catalysts are C1CCC(CC1)N=C=NC2CCCCC2 (DCC), CCOC(=O)C(=NO)C#N (Oxyma). Run in CN(C)C=O (DMF), CN(C)C=O (DMF), CN(C)C=O (DMF), CN(C)C=O (DMF), CN(C)C=O (DMF), CN(C)C=O (DMF). Conditions: temperature 25 celsius, time 2 hour. Product: COc1cc(C(=O)Nc2ccc(Cl)cc2)cc(OC)c1OC. Yield: 46.9%. Reaction SMILES: Nc1ccc(Cl)cc1.COc1cc(C(=O)O)cc(OC)c1OC.C1CCC(CC1)N=C=NC2CCCCC2.CCOC(=O)C(=NO)C#N.CN(C)C=O>>COc1cc(C(=O)Nc2ccc(Cl)cc2)cc(OC)c1OC.